Task: describe an organic reaction: reactants, conditions, products, and yield. Dataset: the Open Reaction Database (ORD), a public repository of structured organic reaction records Reactants: C1(=CC=CC=C1)CC(=O)N=C=S (2-phenylacetyl isothiocyanate), NC1=CC(=C(OC2=CC(=NC=C2)NC(=O)N2CCC(CC2)N2CCC(CC2)O)C=C1)F (4-(4-amino-2-fluorophenoxy)-2-{[4-(4-hydroxypiperidin-1-yl)piperidin-1-yl]carbonylamino}pyridine), C12(C(=O)CC(CC1)C2(C)C)CS(=O)(=O)O ((+)-10-camphorsulfonic acid). Solvent: C1(=CC=CC=C1)C (toluene), C(C)O (ethanol). Reaction conditions: time 1 hour. The product is FC1=C(OC2=CC(=NC=C2)NC(=O)N2CCC(CC2)N2CCC(CC2)O)C=CC(=C1)NC(=S)NC(CC1=CC=CC=C1)=O (4-{2-Fluoro-4-[3-(2-phenylacetyl)thioureido]phenoxy}-2-{[4-(4-hydroxypiperidin-1-yl)piperidin-1-yl]carbonylamino}pyridine). The yield is 57.0%. RXN SMILES: [C:1]1([CH2:7][C:8]([N:10]=[C:11]=[S:12])=[O:9])[CH:6]=[CH:5][CH:4]=[CH:3][CH:2]=1.[NH2:13][C:14]1[CH:42]=[CH:41][C:17]([O:18][C:19]2[CH:24]=[CH:23][N:22]=[C:21]([NH:25][C:26]([N:28]3[CH2:33][CH2:32][CH:31]([N:34]4[CH2:39][CH2:38][CH:37]([OH:40])[CH2:36][CH2:35]4)[CH2:30][CH2:29]3)=[O:27])[CH:20]=2)=[C:16]([F:43])[CH:15]=1.C12(CS(O)(=O)=O)C(C)(C)C(CC1)CC2=O>C1(C)C=CC=CC=1.C(O)C>[F:43][C:16]1[CH:15]=[C:14]([NH:13][C:11]([NH:10][C:8](=[O:9])[CH2:7][C:1]2[CH:6]=[CH:5][CH:4]=[CH:3][CH:2]=2)=[S:12])[CH:42]=[CH:41][C:17]=1[O:18][C:19]1[CH:24]=[CH:23][N:22]=[C:21]([NH:25][C:26]([N:28]2[CH2:29][CH2:30][CH:31]([N:34]3[CH2:35][CH2:36][CH:37]([OH:40])[CH2:38][CH2:39]3)[CH2:32][CH2:33]2)=[O:27])[CH:20]=1. Procedure: After adding a solution of 2-phenylacetyl isothiocyanate in toluene (0.2 M, 4.0 ml) to a solution of 4-(4-amino-2-fluorophenoxy)-2-{[4-(4-hydroxypiperidin-1-yl)piperidin-1-yl]carbonylamino}pyridine (164 mg) and (+)-10-camphorsulfonic acid (85 mg) in ethanol (4.0 ml) at room temperature, the mixture was stirred for 1 hour. The reaction mixture was partitioned between ethyl acetate and saturated aqueous sodium hydrogencarbonate. The organic layer was washed with saturated aqueous sodium hydrogenca... Starting materials: C(C)(C)(C)OC(N[C@@H]1C[C@H](C1)N1C(=NC=2C1=NC=CC2)OC)=O (Tert-butyl(trans-3-(2-methoxy-3H-imidazo[4,5-b]pyridin-3-yl)cyclobutyl)carbamate), Cl (hydrogen chloride). Reaction conditions: time 75 minute. Product: Cl.Cl.N[C@@H]1C[C@H](C1)N1C(NC=2C1=NC=CC2)=O (3-(trans-3-aminocyclobutyl)-1H-imidazo[4,5-b]pyridin-2(3H)-one dihydrochloride). Yield: 92.8%. RXN SMILES: C(OC(=O)[NH:7][C@H:8]1[CH2:11][C@H:10]([N:12]2[C:16]3=[N:17][CH:18]=[CH:19][CH:20]=[C:15]3[N:14]=[C:13]2[O:21]C)[CH2:9]1)(C)(C)C.[ClH:24]>>[ClH:24].[ClH:24].[NH2:7][C@H:8]1[CH2:11][C@H:10]([N:12]2[C:16]3=[N:17][CH:18]=[CH:19][CH:20]=[C:15]3[NH:14][C:13]2=[O:21])[CH2:9]1 |f:2.3.4|. Reported procedure: Tert-butyl(trans-3-(2-methoxy-3H-imidazo[4,5-b]pyridin-3-yl)cyclobutyl)carbamate (0.9680 g, 3.04 mmol) and hydrogen chloride (4.0M solution in 1,4-dioxane, 7.60 ml, 30.4 mmol) were combined at room temperature and stirred for 75 minutes. The mixture was evaporated to dryness under reduced pressure and the crude 3-(trans-3-aminocyclobutyl)-1H-imidazo[4,5-b]pyridin-2(3H)-one dihydrochloride (0.780 g, 2.82 mmol, 93.5% yield) used without further purification. The reactants are CC(C)c1cc(C#N)cc2nc(-c3ccc(C(=O)NCC4CCN(c5ccc(Br)cn5)C4)cc3)oc12, CCO, Cc1ccccc1, Cc1ccc(OC(C)C)c(B(O)O)c1, [Na+], [Na+], O=C([O-])[O-], O, c1ccc(P(c2ccccc2)(c2ccccc2)[Pd](P(c2ccccc2)(c2ccccc2)c2ccccc2)(P(c2ccccc2)(c2ccccc2)c2ccccc2)P(c2ccccc2)(c2ccccc2)c2ccccc2)cc1. Yields the product Cc1ccc(OC(C)C)c(-c2ccc(N3CCC(CNC(=O)c4ccc(-c5nc6cc(C#N)cc(C(C)C)c6o5)cc4)C3)nc2)c1. As a reaction SMILES: [Br:21][c:22]1[cH:23][cH:24][c:25]([N:28]2[CH2:29][CH:30]([CH2:33][NH:34][C:35]([c:36]3[cH:37][cH:38][c:39](-[c:42]4[o:43][c:44]5[c:45]([n:46]4)[cH:47][c:48]([C:54]#[N:55])[cH:49][c:50]5[CH:51]([CH3:52])[CH3:53])[cH:40][cH:41]3)=[O:56])[CH2:31][CH2:32]2)[n:26][cH:27]1.[CH3:142][CH2:143][OH:144].[CH3:58][c:59]1[cH:60][cH:61][cH:62][cH:63][cH:64]1.[CH:7]([CH3:8])([CH3:9])[O:10][c:11]1[c:12]([B:18]([OH:19])[OH:20])[cH:13][c:14]([CH3:17])[cH:15][cH:16]1.[Na+:1].[Na+:2].[O-:3][C:4](=[O:5])[O-:6].[OH2:57].[cH:65]1[cH:66][cH:67][c:68]([P:69]([Pd:70]([P:71]([c:72]2[cH:73][cH:74][cH:75][cH:76][cH:77]2)([c:78]2[cH:79][cH:80][cH:81][cH:82][cH:83]2)[c:84]2[cH:85][cH:86][cH:87][cH:88][cH:89]2)([P:90]([c:91]2[cH:92][cH:93][cH:94][cH:95][cH:96]2)([c:97]2[cH:98][cH:99][cH:100][cH:101][cH:102]2)[c:103]2[cH:104][cH:105][cH:106][cH:107][cH:108]2)[P:109]([c:110]2[cH:111][cH:112][cH:113][cH:114][cH:115]2)([c:116]2[cH:117][cH:118][cH:119][cH:120][cH:121]2)[c:122]2[cH:123][cH:124][cH:125][cH:126][cH:127]2)([c:128]2[cH:129][cH:130][cH:131][cH:132][cH:133]2)[c:134]2[cH:135][cH:136][cH:137][cH:138][cH:139]2)[cH:140][cH:141]1>>[CH:7]([CH3:8])([CH3:9])[O:10][c:11]1[c:12](-[c:22]2[cH:23][cH:24][c:25]([N:28]3[CH2:29][CH:30]([CH2:33][NH:34][C:35]([c:36]4[cH:37][cH:38][c:39](-[c:42]5[o:43][c:44]6[c:45]([n:46]5)[cH:47][c:48]([C:54]#[N:55])[cH:49][c:50]6[CH:51]([CH3:52])[CH3:53])[cH:40][cH:41]4)=[O:56])[CH2:31][CH2:32]3)[n:26][cH:27]2)[cH:13][c:14]([CH3:17])[cH:15][cH:16]1. Procedure: Using the general method of Example 197, 1-(4-aminobutyl)-2-ethyl-1H-imidazo[4,5-c]quinolin-4-amine (1.00 g, 3.5 mmol) was reacted with cyclohexanecarbonyl chloride (0.52 mL, 3.9 mmol) to provide 1.16 g of N-[4-(4-amino-2-ethyl-1H-imidazo[4,5-c]quinolin-1-yl)butyl]cyclohexanecarboxamide as a light brown solid, m.p. 201.7-202.5° C. As a reaction SMILES: [NH2:1][CH2:2][CH2:3][CH2:4][CH2:5][N:6]1[C:18]2[C:17]3[CH:16]=[CH:15][CH:14]=[CH:13][C:12]=3[N:11]=[C:10]([NH2:19])[C:9]=2[N:8]=[C:7]1[CH2:20][CH3:21].[CH:22]1([C:28](Cl)=[O:29])[CH2:27][CH2:26][CH2:25][CH2:24][CH2:23]1>>[NH2:19][C:10]1[C:9]2[N:8]=[C:7]([CH2:20][CH3:21])[N:6]([CH2:5][CH2:4][CH2:3][CH2:2][NH:1][C:28]([CH:22]3[CH2:27][CH2:26][CH2:25][CH2:24][CH2:23]3)=[O:29])[C:18]=2[C:17]2[CH:16]=[CH:15][CH:14]=[CH:13][C:12]=2[N:11]=1. Yield: 84.2%. The reactants are NCCCCN1C(=NC=2C(=NC=3C=CC=CC3C21)N)CC (1-(4-aminobutyl)-2-ethyl-1H-imidazo[4,5-c]quinolin-4-amine), C1(CCCCC1)C(=O)Cl (cyclohexanecarbonyl chloride). Yields the product NC1=NC=2C=CC=CC2C2=C1N=C(N2CCCCNC(=O)C2CCCCC2)CC (N-[4-(4-amino-2-ethyl-1H-imidazo[4,5-c]quinolin-1-yl)butyl]cyclohexanecarboxamide).